This data is from the Open Reaction Database (ORD), a public repository of structured organic reaction records. The task is: describe an organic reaction: reactants, conditions, products, and yield The reactants are NH4CI, C[C@@](CO)(O)[C@H](O)CO (2-C-Methyl-D-erythritol), CC=1C(OCC1)=O (3-methyl-2(5H)-furanone). Solvent: CCOCC (ether), CCOCC (ether). Conditions: temperature 0 celsius, time 2 hour. Product: C(C)(=O)[O-] (acetate), CC(=O)CC(=O)O (diacetate). The yield is 86.0%. Reaction SMILES: C[C@:2]([C@@H:6]([CH2:8]O)[OH:7])(O)[CH2:3][OH:4].C[C:11]1[C:12](=[O:16])[O:13]CC=1>CCOCC>[C:12]([O-:16])(=[O:13])[CH3:11].[CH3:8][C:6]([CH2:2][C:3]([OH:13])=[O:4])=[O:7]. Procedure details: 2-C-Methyl-D-erythritol with a ca 80% e.e. was synthesized according to a Duvold, et al. (1997) Tetrahedron Lett 38:4769–4772 and Duvold, et al. (1997) Tetrahedron Lett 38:6181–6184) adapted to the production of larger amounts. A solution of 3-methyl-2(5H)-furanone (200 mg, 2 mmol) in dry ether (20 ml) was added at 0° C. over a period of 15 min to a stirred suspension of LiAIH4 (46 mg, 1.2 mmol) in dry ether (20 ml) under argon. The reaction mixture was stirred at 0° C. for further 2 h. A satura... The reactants are CC(=O)[O-], CC(=O)[O-], COC(=O)c1ccc2cc(Br)ccc2c1, Cc1ccccc1, OB(O)C1CC1, C1CCC(P(C2CCCCC2)C2CCCCC2)CC1, [K+], [K+], [K+], O, O=P([O-])([O-])[O-], [Pd+2]. The product is COC(=O)c1ccc2cc(C3CC3)ccc2c1. Reaction SMILES: [C:57]([O-:58])(=[O:59])[CH3:60].[C:62]([O-:63])(=[O:64])[CH3:65].[CH3:1][O:2][C:3](=[O:4])[c:5]1[cH:6][c:7]2[cH:8][cH:9][c:10]([Br:15])[cH:11][c:12]2[cH:13][cH:14]1.[CH3:49][c:50]1[cH:51][cH:52][cH:53][cH:54][cH:55]1.[CH:16]1([B:19]([OH:20])[OH:21])[CH2:17][CH2:18]1.[CH:22]1([P:23]([CH:24]2[CH2:25][CH2:26][CH2:27][CH2:28][CH2:29]2)[CH:30]2[CH2:31][CH2:32][CH2:33][CH2:34][CH2:35]2)[CH2:36][CH2:37][CH2:38][CH2:39][CH2:40]1.[K+:46].[K+:47].[K+:48].[OH2:56].[P:41]([O-:42])([O-:43])([O-:44])=[O:45].[Pd+2:61]>>[CH3:1][O:2][C:3](=[O:4])[c:5]1[cH:6][c:7]2[cH:8][cH:9][c:10]([CH:16]3[CH2:17][CH2:18]3)[cH:11][c:12]2[cH:13][cH:14]1. The reactants are BrCC1=NC2=CC=CC(=C2N=C1C1=CC(=CC=C1)F)Cl (2-(bromomethyl)-5-chloro-3-(3-fluorophenyl)-quinoxaline), CN(C)C=O (DMF), C1(C=2C(C(N1)=O)=CC=CC2)=O.[K] (potassium phthalimide). Conditions: temperature 100 celsius. The product is ClC1=C2N=C(C(=NC2=CC=C1)CN1C(C2=CC=CC=C2C1=O)=O)C1=CC(=CC=C1)F (2-((5-chloro-3-(3-fluorophenyl)-quinoxalin-2-yl)methyl)isoindoline-1,3-dione). RXN SMILES: Br[CH2:2][C:3]1[C:12]([C:13]2[CH:18]=[CH:17][CH:16]=[C:15]([F:19])[CH:14]=2)=[N:11][C:10]2[C:5](=[CH:6][CH:7]=[CH:8][C:9]=2[Cl:20])[N:4]=1.CN(C=O)C.[C:26]1(=[O:36])[NH:30][C:29](=[O:31])[C:28]2=[CH:32][CH:33]=[CH:34][CH:35]=[C:27]12.[K]>>[Cl:20][C:9]1[CH:8]=[CH:7][CH:6]=[C:5]2[C:10]=1[N:11]=[C:12]([C:13]1[CH:18]=[CH:17][CH:16]=[C:15]([F:19])[CH:14]=1)[C:3]([CH2:2][N:30]1[C:26](=[O:36])[C:27]3[C:28](=[CH:32][CH:33]=[CH:34][CH:35]=3)[C:29]1=[O:31])=[N:4]2 |f:2.3,^1:36|. Procedure details: To a heterogeneous mixture of 2-(bromomethyl)-5-chloro-3-(3-fluorophenyl)-quinoxaline (0.2401 g, 0.6829 mmol) in DMF (5.003 mL, 0.6829 mmol) was added potassium phthalimide (0.3162 g, 1.707 mmol) and the heterogeneous mixture was stirred at 100° C. After stirring at 100° C. for 1 h, the mixture was concentrated under reduced pressure and triturated with water (30 mL). The precipitate was collected by filtration. The solid was washed with water (50 mL), then MeOH (100 mL), and dried to give 2-((5... The reactants are [H-].[Na+] (sodium hydride), OC=1C=C(C=C(C1O)[N+](=O)[O-])C=1N=C(SC1)NS(=O)(=O)C1=CC=C(C=C1)C (N-[4-(3,4-dihydroxy-5-nitro-phenyl)-thiazol-2-yl]-4-methyl-benzenesulfonamide), CN(C=O)C (dimethylformamide), O (water). Reaction conditions: time 1 hour. Yields the product OC=1C=C(C=C(C1OC)[N+](=O)[O-])C=1N=C(SC1)NS(=O)(=O)C1=CC=C(C=C1)C (N-[4-(3-hydroxy-4-methoxy-5-nitro-phenyl)-thiazol-2-yl]-4-methyl-benzenesulfonamide). As a reaction SMILES: [H-].[Na+].[OH:3][C:4]1[CH:5]=[C:6]([C:14]2[N:15]=[C:16]([NH:19][S:20]([C:23]3[CH:28]=[CH:27][C:26]([CH3:29])=[CH:25][CH:24]=3)(=[O:22])=[O:21])[S:17][CH:18]=2)[CH:7]=[C:8]([N+:11]([O-:13])=[O:12])[C:9]=1[OH:10].O.[CH3:31]N(C)C=O>>[OH:3][C:4]1[CH:5]=[C:6]([C:14]2[N:15]=[C:16]([NH:19][S:20]([C:23]3[CH:28]=[CH:27][C:26]([CH3:29])=[CH:25][CH:24]=3)(=[O:22])=[O:21])[S:17][CH:18]=2)[CH:7]=[C:8]([N+:11]([O-:13])=[O:12])[C:9]=1[O:10][CH3:31] |f:0.1|. Reported procedure: 50 mg of sodium hydride (60%) were added to a solution of 0.5 g of N-[4-(3,4-dihydroxy-5-nitro-phenyl)-thiazol-2-yl]-4-methyl-benzenesulfonamide in 5 ml of dimethylformamide. The mixture was stirred at room temperature for 1 hour. The reaction mixture was poured into water and extracted with ethyl acetate. The organic phase was dried with magnesium sulphate and concentrated. The residue was chromatographed on 60 g of Kieselgel 60 with methylene chloride/acetone/formic acid (90:10:2.5) as the elu... Starting materials: C(C)(=O)O (acetic acid), C(C)OP([O-])C(OCC)OCC (ethyl(diethoxymethyl)phosphonite), C(C=C)#N (acrylonitrile), [H-].[Na+] (sodium hydride). The solvent is C(C)O (ethanol), C(C)O (ethanol). Run at time 4 hour. Product: C(#N)CCP(OCC)(=O)C(OCC)OCC (ethyl 2-cyanoethyl(diethoxymethyl)phosphinate). Reaction SMILES: [CH2:1]([O:3][P:4]([CH:6]([O:10][CH2:11][CH3:12])[O:7][CH2:8][CH3:9])[O-:5])[CH3:2].[C:13](#[N:16])[CH:14]=[CH2:15].[H-].[Na+].C(O)(=O)C>C(O)C>[C:13]([CH2:14][CH2:15][P:4]([CH:6]([O:10][CH2:11][CH3:12])[O:7][CH2:8][CH3:9])(=[O:5])[O:3][CH2:1][CH3:2])#[N:16] |f:2.3|. Procedure: The starting material can be prepared as follows: A solution of 20 g of ethyl(diethoxymethyl)phosphonite (Aust. J. Chem. 33, 292 (1980)) and 5 g of acrylonitrile in 25 ml of ethanol is added to a stirred mixture of 1 g of sodium hydride (50% dispersion in oil) in 25 ml of ethanol at 0° C. under an atmosphere of nitrogen. The reaction mixture is allowed to warm to room temperature and stirred for 4 hours. 1 ml of glacial acetic acid is added and the mixture is concentrated under reduced pressure.... Starting materials: ClC=1C(=CC(=NC1)NCCCNC(OC(C)(C)C)=O)C(C1=C(C=CC(=C1)F)F)S(=O)(=O)C1=CC=C(C=C1)Cl (t-butyl 3-[[5-chloro-4-[(4-chlorophenylsulfonyl)-(2,5-difluorophenyl)methyl]pyridin-2-yl]amino]propylcarbamate), Cl.CO (hydrochloric acid methanol). Run at time 2 hour. The product is Cl.Cl.ClC=1C(=CC(=NC1)NCCCN)C(C1=C(C=CC(=C1)F)F)S(=O)(=O)C1=CC=C(C=C1)Cl (N-[5-Chloro-4-[(4-chlorophenylsulfonyl)-(2,5-difluorophenyl)methyl]pyridin-2-yl]propane-1,3-diamine dihydrochloride). Isolated yield 83.0%. RXN SMILES: [Cl:1][C:2]1[C:3]([CH:20]([S:29]([C:32]2[CH:37]=[CH:36][C:35]([Cl:38])=[CH:34][CH:33]=2)(=[O:31])=[O:30])[C:21]2[CH:26]=[C:25]([F:27])[CH:24]=[CH:23][C:22]=2[F:28])=[CH:4][C:5]([NH:8][CH2:9][CH2:10][CH2:11][NH:12]C(=O)OC(C)(C)C)=[N:6][CH:7]=1.[ClH:39].CO>>[ClH:1].[ClH:39].[Cl:1][C:2]1[C:3]([CH:20]([S:29]([C:32]2[CH:33]=[CH:34][C:35]([Cl:38])=[CH:36][CH:37]=2)(=[O:30])=[O:31])[C:21]2[CH:26]=[C:25]([F:27])[CH:24]=[CH:23][C:22]=2[F:28])=[CH:4][C:5]([NH:8][CH2:9][CH2:10][CH2:11][NH2:12])=[N:6][CH:7]=1 |f:1.2,3.4.5|. Procedure: To t-butyl 3-[[5-chloro-4-[(4-chlorophenylsulfonyl)-(2,5-difluorophenyl)methyl]pyridin-2-yl]amino]propylcarbamate (70 mg, 0.13 mmol) was added a 20% hydrochloric acid-methanol solution (2 ml). The resulting mixture was stirred for 2 hours. The residue obtained by concentrating the reaction mixture under reduced pressure was crystallized from ethanol to give the title compound as a white solid (42 mg, 83%).